Dataset: the Open Reaction Database (ORD), a public repository of structured organic reaction records. Task: describe an organic reaction: reactants, conditions, products, and yield Yields the product Fc1ccc2c(c1)OCC=C2. Starting materials: [BH4-], CO, OC1CCOc2cc(F)ccc21, [Na+], OC1=CCOc2ccccc21, Cc1ccc(S(=O)(=O)O)cc1. RXN SMILES: [BH4-:1].[CH3:37][OH:38].[F:3][c:4]1[cH:5][c:6]2[c:7]([cH:13][cH:14]1)[CH:8]([OH:12])[CH2:9][CH2:10][O:11]2.[Na+:2].[OH:15][C:16]1=[CH:25][CH2:24][O:23][c:22]2[c:17]1[cH:18][cH:19][cH:20][cH:21]2.[c:26]1([CH3:27])[cH:28][cH:29][c:30]([S:31]([OH:32])(=[O:33])=[O:34])[cH:35][cH:36]1>>[F:3][c:4]1[cH:5][c:6]2[c:7]([cH:13][cH:14]1)[CH:8]=[CH:9][CH2:10][O:11]2. Starting materials: N[C@@H](CC1=CC=CC=C1)C(=O)O (L-phenylalanine), C(C1=CC=CC=C1)(=O)SCCC(=O)N1[C@H](SC[C@H]1C(=O)O)C1=C(C=CC=C1)O ((2R,4R)-3-(S-benzoyl-3-mercaptopropanoyl)-2-(2-hydroxyphenyl)-4-thiazolidinecarboxylic acid), CN1CCOCC1 (N-methylmorpholine), C(OCC(C)C)(=O)Cl (isobutyl chlorocarbonate), C1CCOC1 (THF). Run in C(C)N(CC)CC (triethylamine). Yields the product C(C1=CC=CC=C1)(=O)SCCC(=O)N1[C@H](SC[C@H]1C(=O)N([C@@H](C)C(=O)O)C1=CC=CC=C1)C1=C(C=CC=C1)O ((2S)-N-[(2R,4R)-[3-(S-Benzoyl-3-mercaptopropanoyl)-2-(2-hydroxyphenyl)-4-thiazolidinyl]carbonyl]phenylalanine). The yield is 71.0%. As a reaction SMILES: [C:1]([S:9][CH2:10][CH2:11][C:12]([N:14]1[C@H:18](C(O)=O)[CH2:17][S:16][C@@H:15]1[C:22]1[CH:27]=[CH:26][CH:25]=[CH:24][C:23]=1[OH:28])=[O:13])(=[O:8])[C:2]1[CH:7]=[CH:6][CH:5]=[CH:4][CH:3]=1.CN1CC[O:33][CH2:32]C1.C(Cl)(=O)O[CH2:38][CH:39](C)C.[NH2:44][C@H:45]([C:53]([OH:55])=[O:54])[CH2:46]C1C=CC=CC=1.[CH2:56]1[CH2:60]O[CH2:58][CH2:57]1>C(N(CC)CC)C>[C:1]([S:9][CH2:10][CH2:11][C:12]([N:14]1[C@H:18]([C:32]([N:44]([C:56]2[CH:57]=[CH:58][CH:39]=[CH:38][CH:60]=2)[C@H:45]([C:53]([OH:55])=[O:54])[CH3:46])=[O:33])[CH2:17][S:16][C@@H:15]1[C:22]1[CH:27]=[CH:26][CH:25]=[CH:24][C:23]=1[OH:28])=[O:13])(=[O:8])[C:2]1[CH:3]=[CH:4][CH:5]=[CH:6][CH:7]=1. Procedure: To the suspension of 2.09 g of (2R,4R)-3-(S-benzoyl-3-mercaptopropanoyl)-2-(2-hydroxyphenyl)-4-thiazolidinecarboxylic acid, 0.51 g of N-methylmorpholine and 0.68 g of isobutyl chlorocarbonate in THF, the solution of 1.65 g of L-phenylalanine and 1.0 g of triethylamine is added, and the mixture is treated in the same manner as Example 10. The resulting residue is purified by silica gel column chromatography to give 2.0 g (71%) of the titled compound. Starting materials: Cc1cc(OCc2ccccc2)cc(C)c1CO, C1CCOC1, BrP(Br)Br. Product: Cc1cc(OCc2ccccc2)cc(C)c1CBr. RXN SMILES: [CH2:1]([c:2]1[cH:3][cH:4][cH:5][cH:6][cH:7]1)[O:8][c:9]1[cH:10][c:11]([CH3:18])[c:12]([CH2:16][OH:17])[c:13]([CH3:15])[cH:14]1.[CH2:23]1[O:24][CH2:25][CH2:26][CH2:27]1.[P:19]([Br:20])([Br:21])[Br:22]>>[CH2:1]([c:2]1[cH:3][cH:4][cH:5][cH:6][cH:7]1)[O:8][c:9]1[cH:10][c:11]([CH3:18])[c:12]([CH2:16][Br:20])[c:13]([CH3:15])[cH:14]1. The reactants are CC1=CC=C(C(C(=O)O)=C1)O (5-methylsalicylic acid), CC1=C(C=C(N)C=C1)C(F)(F)F (4-methyl-3-(trifluoromethyl)aniline), raw materials. The product is OC1=C(C(=O)NC2=CC(=C(C=C2)C)C(F)(F)F)C=C(C=C1)C (2-Hydroxy-5 methyl-N-[4-methyl-3-(trifluoromethyl)phenyl]benzamide). Isolated yield 63.7%. As a reaction SMILES: [CH3:1][C:2]1[CH:10]=[C:6]([C:7]([OH:9])=O)[C:5]([OH:11])=[CH:4][CH:3]=1.[CH3:12][C:13]1[CH:19]=[CH:18][C:16]([NH2:17])=[CH:15][C:14]=1[C:20]([F:23])([F:22])[F:21]>>[OH:11][C:5]1[CH:4]=[CH:3][C:2]([CH3:1])=[CH:10][C:6]=1[C:7]([NH:17][C:16]1[CH:18]=[CH:19][C:13]([CH3:12])=[C:14]([C:20]([F:21])([F:22])[F:23])[CH:15]=1)=[O:9]. Procedure details: Using 5-methylsalicylic acid and 4-methyl-3-(trifluoromethyl)aniline as the raw materials, the same operation as the example 16 gave the title compound. Starting materials: CC(=O)O, Cc1ccccc1, O=Cc1cc(OCc2ccc(Cl)cc2)ccc1OCc1ccc(Cl)cc1, C1CCNCC1, O, O=C(O)CN1C(=O)CSC1=S. Product: O=C(O)CN1C(=O)C(=Cc2cc(OCc3ccc(Cl)cc3)ccc2OCc2ccc(Cl)cc2)SC1=S. As a reaction SMILES: [C:38]([OH:39])(=[O:40])[CH3:41].[CH3:48][c:49]1[cH:50][cH:51][cH:52][cH:53][cH:54]1.[Cl:1][c:2]1[cH:3][cH:4][c:5]([CH2:8][O:9][c:10]2[c:11]([CH:12]=[O:13])[cH:14][c:15]([O:18][CH2:19][c:20]3[cH:21][cH:22][c:23]([Cl:26])[cH:24][cH:25]3)[cH:16][cH:17]2)[cH:6][cH:7]1.[NH:42]1[CH2:43][CH2:44][CH2:45][CH2:46][CH2:47]1.[OH2:55].[S:27]1[C:28](=[S:29])[N:30]([CH2:34][C:35](=[O:36])[OH:37])[C:31](=[O:32])[CH2:33]1>>[Cl:1][c:2]1[cH:3][cH:4][c:5]([CH2:8][O:9][c:10]2[c:11]([CH:12]=[C:33]3[S:27][C:28](=[S:29])[N:30]([CH2:34][C:35](=[O:36])[OH:37])[C:31]3=[O:32])[cH:14][c:15]([O:18][CH2:19][c:20]3[cH:21][cH:22][c:23]([Cl:26])[cH:24][cH:25]3)[cH:16][cH:17]2)[cH:6][cH:7]1. Starting materials: CN1N=CC2=CC=C(C=C12)N (1-methyl-1H-indazol-6-amine), N(=O)[O-].[Na+] (NaNO2), C(=O)(O)[O-].[Na+] (NaHCO3), O (water). The solvent is O.OS(=O)(=O)O (H2O H2SO4). Conditions: temperature 25 celsius, time 2 hour. Yields the product CN1N=CC2=CC=C(C=C12)O (1-methyl-1H-indazol-6-ol). RXN SMILES: [CH3:1][N:2]1[C:10]2[C:5](=[CH:6][CH:7]=[C:8](N)[CH:9]=2)[CH:4]=[N:3]1.N([O-])=[O:13].[Na+].O.C([O-])(O)=O.[Na+]>O.OS(O)(=O)=O>[CH3:1][N:2]1[C:10]2[C:5](=[CH:6][CH:7]=[C:8]([OH:13])[CH:9]=2)[CH:4]=[N:3]1 |f:1.2,4.5,6.7|. Reported procedure: To a solution of 1-methyl-1H-indazol-6-amine (300 mg, 2.04 mmol) in H2O/H2SO4=1:1 (5 ml) was added NaNO2 (141 mg, 2.04 mmol) at 0° C. The mixture was then stirred for 2 h at 25° C. before being added to water (0.5 ml) and stirred for a further 2 h at 120° C. Once the reaction was complete by TLC, the mixture was treated with NaHCO3 until pH=7. The mixture was then extracted with ethyl acetate (2×10 ml) and the organic layer washed with brine (20 ml), dried over Na2SO4 and concentrated to give 1-... Starting materials: NC1=C(CO)C=CC=C1 (o-aminobenzyl alcohol), BrC=1C(N(C(C1C)=O)C(C#N)C(C)C)=O (3-bromo- -isopropyl- -methyl-2,5-dioxo-3-pyrroline-1-acetonitrile), C(C)O (ethanol), 5. Run at time 20 hour. Product: C(#N)C(C(C)C)(C)N1C(C(=CC1=O)NC1=C(C=CC=C1)CO)=O (N-(1-cyano-1,2-dimethylpropyl)-2-(2-hydroxymethylanilino)maleimide). Reaction SMILES: [NH2:1][C:2]1[CH:9]=[CH:8][CH:7]=[CH:6][C:3]=1[CH2:4][OH:5].Br[C:11]1[C:12](=[O:24])[N:13]([CH:18]([CH:21]([CH3:23])[CH3:22])[C:19]#[N:20])[C:14](=[O:17])[C:15]=1C.[CH2:25](O)C>>[C:19]([C:18]([N:13]1[C:12](=[O:24])[CH:11]=[C:15]([NH:1][C:2]2[CH:9]=[CH:8][CH:7]=[CH:6][C:3]=2[CH2:4][OH:5])[C:14]1=[O:17])([CH3:25])[CH:21]([CH3:22])[CH3:23])#[N:20]. Procedure: To o-aminobenzyl alcohol, (2 g, 0.0125 mol) and 3-bromo- -isopropyl- -methyl-2,5-dioxo-3-pyrroline-1-acetonitrile (2.7 g, 0.01 mol) is added absolute ethanol (100 ml) containing 3 g of 5 A pulverized sieves. The mixture is stirred for 20 hours at room temperature. The solvent is removed and the residue is purified through a silica gel dry column, eluant ether-hexane (2:1). Starting bromomaleimide is first recovered, followed by a bright yellow solid 1.89 g (60%), mp 39°-45° C. Anal. calcd. for C...